From a dataset of the Open Reaction Database (ORD), a public repository of structured organic reaction records. describe an organic reaction: reactants, conditions, products, and yield The reactants are Cl.C12(CC3CC(CC(C1)C3)C2)CCN (1-adamantaneethylamine hydrochloride), NC1=C(C(=O)O)C(=CC=C1)Cl (2-amino-6-chlorobenzoic acid). Product: NC1=C(C(=O)NCCC23CC4CC(CC(C2)C4)C3)C(=CC=C1)Cl (2-Amino-6-chloro-N-(2-[tricyclo[3.3.1.13,7]dec-1-yl]ethyl)-benzamide). RXN SMILES: Cl.[C:2]12([CH2:12][CH2:13][NH2:14])[CH2:11][CH:6]3[CH2:7][CH:8]([CH2:10][CH:4]([CH2:5]3)[CH2:3]1)[CH2:9]2.[NH2:15][C:16]1[CH:24]=[CH:23][CH:22]=[C:21]([Cl:25])[C:17]=1[C:18](O)=[O:19]>>[NH2:15][C:16]1[CH:24]=[CH:23][CH:22]=[C:21]([Cl:25])[C:17]=1[C:18]([NH:14][CH2:13][CH2:12][C:2]12[CH2:9][CH:8]3[CH2:7][CH:6]([CH2:5][CH:4]([CH2:10]3)[CH2:3]1)[CH2:11]2)=[O:19] |f:0.1|. Procedure: Prepared according to the method of Example 14 from 1-adamantaneethylamine hydrochloride (CN 26482-53-1) (0.105 g) and 2-amino-6-chlorobenzoic acid (0.132 g) and purified by supercritical fluid chromatography eluting with CO2 in ethanol to give the title compound, contaminated with 0.35 mol equivalents of imidazole, as a white solid (0.046 g).